From a dataset of the Open Reaction Database (ORD), a public repository of structured organic reaction records. describe an organic reaction: reactants, conditions, products, and yield Starting materials: C(=O)NC1=CC=CC(=N1)C(C(=O)O)=NOC (2-(6-formamidopyridin-2-yl)-2-methoxyiminoacetic acid), resultant solution, C([O-])(O)=O.[Na+] (sodium bicarbonate), P(=O)(Cl)(Cl)Cl (Phosphoryl chloride), NC1[C@@H]2N(C(=C(CS2)CSC2=NN=NN2C)C(=O)O)C1=O (7-amino-3-(1-methyl-1H-tetrazol-5-yl)thiomethyl-3-cephem-4-carboxylic acid), C[Si](C)(C)CC(=O)N (trimethylsilylacetamide), solution A, solution A. The solvent is CN(C=O)C (N,N-dimethylformamide), O (water), CN(C=O)C (N,N-dimethylformamide), C(Cl)Cl (methylene chloride). Conditions: temperature 40 celsius, time 30 minute. The product is C(=O)NC1=CC=CC(=N1)C(C(=O)NC1[C@@H]2N(C(=C(CS2)CSC2=NN=NN2C)C(=O)O)C1=O)=NOC (7-[2-(6-formamidopyridin-2-yl)-2-methoxyiminoacetamido]-3-(1-methyl-1H-tetrazol-5-yl)thiomethyl-3-cephem-4-carboxylic acid). Isolated yield 32.5%. Reaction SMILES: P(Cl)(Cl)(Cl)=O.[CH:6]([NH:8][C:9]1[N:14]=[C:13]([C:15](=[N:19][O:20][CH3:21])[C:16]([OH:18])=O)[CH:12]=[CH:11][CH:10]=1)=[O:7].[NH2:22][CH:23]1[C:41](=[O:42])[N:25]2[C:26]([C:38]([OH:40])=[O:39])=[C:27]([CH2:30][S:31][C:32]3[N:36]([CH3:37])[N:35]=[N:34][N:33]=3)[CH2:28][S:29][C@H:24]12.C[Si](CC(N)=O)(C)C.C(=O)(O)[O-].[Na+]>CN(C)C=O.C(Cl)Cl.O>[CH:6]([NH:8][C:9]1[N:14]=[C:13]([C:15](=[N:19][O:20][CH3:21])[C:16]([NH:22][CH:23]2[C:41](=[O:42])[N:25]3[C:26]([C:38]([OH:40])=[O:39])=[C:27]([CH2:30][S:31][C:32]4[N:36]([CH3:37])[N:35]=[N:34][N:33]=4)[CH2:28][S:29][C@H:24]23)=[O:18])[CH:12]=[CH:11][CH:10]=1)=[O:7] |f:4.5|. Procedure: Phosphoryl chloride (0.998 g.) was added to N,N-dimethylformamide (5 ml.) and stirred at 40° C. for 30 minutes. To the solution was added a solution of 2-(6-formamidopyridin-2-yl)-2-methoxyiminoacetic acid (syn isomer) (1.125 g.) in N,N-dimethylformamide (5 ml.) at -15° C., and stirred at -10° to -8° C. for 50 minutes [solution A]. On the other hand, 7-amino-3-(1-methyl-1H-tetrazol-5-yl)thiomethyl-3-cephem-4-carboxylic acid (2.007 g.) and trimethylsilylacetamide (7.22 g.) were dissolved in methy...